Dataset: the Open Reaction Database (ORD), a public repository of structured organic reaction records. Task: describe an organic reaction: reactants, conditions, products, and yield The reactants are O=C([O-])[O-], CCO, CCOC(C)=O, CCOCC, [Cs+], [Cs+], Oc1cc2c(c(F)c1F)Sc1ccccc1O2, CC(C)I, CN(C)C=O, O. Yields the product CC(C)Oc1cc2c(c(F)c1F)Sc1ccccc1O2. RXN SMILES: [C:22](=[O:23])([O-:24])[O-:25].[CH3:33][CH2:34][OH:35].[CH3:36][CH2:37][O:38][C:39]([CH3:40])=[O:41].[CH3:42][CH2:43][O:44][CH2:45][CH3:46].[Cs+:26].[Cs+:27].[F:1][c:2]1[c:3]([F:17])[c:4]([OH:16])[cH:5][c:6]2[c:15]1[S:14][c:13]1[c:8]([cH:9][cH:10][cH:11][cH:12]1)[O:7]2.[I:18][CH:19]([CH3:20])[CH3:21].[O:28]=[CH:29][N:30]([CH3:31])[CH3:32].[OH2:47]>>[F:1][c:2]1[c:3]([F:17])[c:4]([O:16][CH:19]([CH3:20])[CH3:21])[cH:5][c:6]2[c:15]1[S:14][c:13]1[c:8]([cH:9][cH:10][cH:11][cH:12]1)[O:7]2. Reactants: C=CCOC(=O)C(COCc1ccccc1)N(Cc1ccc(OC)cc1)C(=O)C(CCCl)C(C)=O, C1COCCN1, C1CCOC1, CCOCC, c1ccc(P(c2ccccc2)(c2ccccc2)[Pd](P(c2ccccc2)(c2ccccc2)c2ccccc2)(P(c2ccccc2)(c2ccccc2)c2ccccc2)P(c2ccccc2)(c2ccccc2)c2ccccc2)cc1. The product is COc1ccc(CN(C(=O)C(CCCl)C(C)=O)C(COCc2ccccc2)C(=O)O)cc1. Reaction SMILES: [CH2:1]([CH:2]=[CH2:3])[O:4][C:5]([CH:6]([CH2:7][O:8][CH2:9][c:10]1[cH:11][cH:12][cH:13][cH:14][cH:15]1)[N:16]([CH2:17][c:18]1[cH:19][cH:20][c:21]([O:24][CH3:25])[cH:22][cH:23]1)[C:26]([CH:27]([C:28]([CH3:29])=[O:30])[CH2:31][CH2:32][Cl:33])=[O:34])=[O:35].[CH2:36]1[NH:37][CH2:38][CH2:39][O:40][CH2:41]1.[CH2:42]1[O:43][CH2:44][CH2:45][CH2:46]1.[CH3:47][CH2:48][O:49][CH2:50][CH3:51].[cH:52]1[cH:53][cH:54][c:55]([P:56]([Pd:57]([P:58]([c:59]2[cH:60][cH:61][cH:62][cH:63][cH:64]2)([c:65]2[cH:66][cH:67][cH:68][cH:69][cH:70]2)[c:71]2[cH:72][cH:73][cH:74][cH:75][cH:76]2)([P:77]([c:78]2[cH:79][cH:80][cH:81][cH:82][cH:83]2)([c:84]2[cH:85][cH:86][cH:87][cH:88][cH:89]2)[c:90]2[cH:91][cH:92][cH:93][cH:94][cH:95]2)[P:96]([c:97]2[cH:98][cH:99][cH:100][cH:101][cH:102]2)([c:103]2[cH:104][cH:105][cH:106][cH:107][cH:108]2)[c:109]2[cH:110][cH:111][cH:112][cH:113][cH:114]2)([c:115]2[cH:116][cH:117][cH:118][cH:119][cH:120]2)[c:121]2[cH:122][cH:123][cH:124][cH:125][cH:126]2)[cH:127][cH:128]1>>[O:4]=[C:5]([CH:6]([CH2:7][O:8][CH2:9][c:10]1[cH:11][cH:12][cH:13][cH:14][cH:15]1)[N:16]([CH2:17][c:18]1[cH:19][cH:20][c:21]([O:24][CH3:25])[cH:22][cH:23]1)[C:26]([CH:27]([C:28]([CH3:29])=[O:30])[CH2:31][CH2:32][Cl:33])=[O:34])[OH:35]. Reactants: CO, Clc1ccc(C2CN(C(c3ccccc3)c3ccccc3)C2)cc1, CC(Cl)OC(=O)Cl, ClCCCl. Yields the product Clc1ccc(C2CNC2)cc1. RXN SMILES: [CH3:32][OH:33].[Cl:1][c:2]1[cH:3][cH:4][c:5]([CH:8]2[CH2:9][N:10]([CH:12]([c:13]3[cH:14][cH:15][cH:16][cH:17][cH:18]3)[c:19]3[cH:20][cH:21][cH:22][cH:23][cH:24]3)[CH2:11]2)[cH:6][cH:7]1.[Cl:25][C:26]([O:27][CH:28]([Cl:29])[CH3:30])=[O:31].[Cl:34][CH2:35][CH2:36][Cl:37]>>[Cl:1][c:2]1[cH:3][cH:4][c:5]([CH:8]2[CH2:9][NH:10][CH2:11]2)[cH:6][cH:7]1. Reactants: C(C)OC(=O)C1=CC2=C(N(C(=N2)C=2C=C3C=CC(=NC3=CC2)C(NC(C)C(N)=O)=O)C2CCCCC2)C=C1 (2-[2-(1-Carbamoylethylcarbamoyl)quinolin-6-yl]-1-cyclohexyl-1H-benzimidazole-5-carboxylic acid ethyl ester), ClC1=CC=C(N)C=C1 (4-chloroaniline). Yields the product C(C)OC(=O)C1=CC2=C(N(C(=N2)C=2C=C3C=CC(=NC3=CC2)C(NC2=CC=C(C=C2)Cl)=O)C2CCCCC2)C=C1 (2-[2-(4-Chlorophenylcarbamoyl)quinolin-6-yl]-1-cyclohexyl-1H-benzimidazole-5-carboxylic acid ethyl ester). As a reaction SMILES: [CH2:1]([O:3][C:4]([C:6]1[CH:38]=[CH:37][C:9]2[N:10]([CH:31]3[CH2:36][CH2:35][CH2:34][CH2:33][CH2:32]3)[C:11]([C:13]3[CH:14]=[C:15]4[C:20](=[CH:21][CH:22]=3)[N:19]=[C:18]([C:23](=[O:30])[NH:24][CH:25]([C:27](=O)N)[CH3:26])[CH:17]=[CH:16]4)=[N:12][C:8]=2[CH:7]=1)=[O:5])[CH3:2].[Cl:39][C:40]1[CH:46]=CC(N)=C[CH:41]=1>>[CH2:1]([O:3][C:4]([C:6]1[CH:38]=[CH:37][C:9]2[N:10]([CH:31]3[CH2:32][CH2:33][CH2:34][CH2:35][CH2:36]3)[C:11]([C:13]3[CH:14]=[C:15]4[C:20](=[CH:21][CH:22]=3)[N:19]=[C:18]([C:23](=[O:30])[NH:24][C:25]3[CH:27]=[CH:46][C:40]([Cl:39])=[CH:41][CH:26]=3)[CH:17]=[CH:16]4)=[N:12][C:8]=2[CH:7]=1)=[O:5])[CH3:2]. Procedure details: The title compound was prepared as described for Compound 497a using 4-chloroaniline in place of L-alaninamide yielding 91 mg yellow solid. MS: 553.23 (M+H+). The reactants are O=C(Nc1ccc(CCO)c(C(F)(F)F)c1)OCc1ccccc1, CCN(CC)S(F)(F)F, ClCCl. Product: O=C(Nc1ccc(CCF)c(C(F)(F)F)c1)OCc1ccccc1. As a reaction SMILES: [CH2:1]([c:2]1[cH:3][cH:4][cH:5][cH:6][cH:7]1)[O:8][C:9]([NH:10][c:11]1[cH:12][c:13]([C:20]([F:21])([F:22])[F:23])[c:14]([CH2:17][CH2:18][OH:19])[cH:15][cH:16]1)=[O:24].[CH2:25]([N:26]([S:27]([F:28])([F:29])[F:31])[CH2:30][CH3:32])[CH3:33].[Cl:34][CH2:35][Cl:36]>>[CH2:1]([c:2]1[cH:3][cH:4][cH:5][cH:6][cH:7]1)[O:8][C:9]([NH:10][c:11]1[cH:12][c:13]([C:20]([F:21])([F:22])[F:23])[c:14]([CH2:17][CH2:18][F:31])[cH:15][cH:16]1)=[O:24].